Dataset: the Open Reaction Database (ORD), a public repository of structured organic reaction records. Task: describe an organic reaction: reactants, conditions, products, and yield Reactants: O=C1N(Cc2ccccc2)OCCN1c1ccc(Cl)c(Cl)c1, CC(=O)O, [H][H], Cl[Pd]Cl. Product: O=C1NOCCN1c1ccc(Cl)c(Cl)c1. RXN SMILES: [CH2:3]([c:4]1[cH:5][cH:6][cH:7][cH:8][cH:9]1)[N:10]1[O:11][CH2:12][CH2:13][N:14]([c:17]2[cH:18][c:19]([Cl:24])[c:20]([Cl:23])[cH:21][cH:22]2)[C:15]1=[O:16].[CH3:28][C:29](=[O:30])[OH:31].[H:1][H:2].[Pd:25]([Cl:26])[Cl:27]>>[NH:10]1[O:11][CH2:12][CH2:13][N:14]([c:17]2[cH:18][c:19]([Cl:24])[c:20]([Cl:23])[cH:21][cH:22]2)[C:15]1=[O:16]. The reactants are NC=1C=CC(=C(C1)NC1=NC=2C3=C(CCC2C=N1)C(=NN3C)C(=O)N)OC(F)(F)F (8-(5-amino-2-trifluoromethoxy-phenylamino)-1-methyl-4,5-dihydro-1H-pyrazolo[4,3-h]quinazoline-3-carboxamide), CN(C=O)C (dimethylformamide), CCN(C(C)C)C(C)C (DIPEA), C(=O)(OC(C)(C)C)N1[C@H](C(=O)O)CCC1 (BOC-L-proline). Solvent: O (water). Conditions: time 30 minute. Product: N1C(CCC1)C(=O)NC=1C=CC(=C(C1)NC1=NC=2C3=C(CCC2C=N1)C(=NN3C)C(=O)N)OC(F)(F)F (8-{5-[(pyrrolidine-2-carbonyl)-amino]-2-trifluoromethoxy-phenylamino}-1-methyl-4,5-dihydro-1H-pyrazolo[4,3-h]quinazoline-3-carboxamide), FC(C(=O)[O-])(F)F (trifluoroacetate). The yield is 499.9%. Reaction SMILES: [NH2:1][C:2]1[CH:3]=[CH:4][C:5]([O:26][C:27]([F:30])([F:29])[F:28])=[C:6]([NH:8][C:9]2[N:18]=[CH:17][C:16]3[CH2:15][CH2:14][C:13]4[C:19]([C:23]([NH2:25])=[O:24])=[N:20][N:21]([CH3:22])[C:12]=4[C:11]=3[N:10]=2)[CH:7]=1.CN(C)C=O.CCN(C(C)C)C(C)C.[C:45]([N:52]1[CH2:59][CH2:58][CH2:57][C@H:53]1[C:54](O)=[O:55])([O:47]C(C)(C)C)=[O:46]>O>[NH:52]1[CH2:59][CH2:58][CH2:57][CH:53]1[C:54]([NH:1][C:2]1[CH:3]=[CH:4][C:5]([O:26][C:27]([F:29])([F:28])[F:30])=[C:6]([NH:8][C:9]2[N:18]=[CH:17][C:16]3[CH2:15][CH2:14][C:13]4[C:19]([C:23]([NH2:25])=[O:24])=[N:20][N:21]([CH3:22])[C:12]=4[C:11]=3[N:10]=2)[CH:7]=1)=[O:55].[F:30][C:27]([F:28])([F:29])[C:45]([O-:47])=[O:46]. Procedure: To a suspension of 8-(5-amino-2-trifluoromethoxy-phenylamino)-1-methyl-4,5-dihydro-1H-pyrazolo[4,3-h]quinazoline-3-carboxamide (146 mg, 0.4 mmol) in anhydrous dimethylformamide (5 mL) TBTU (190 g, 0.6 mmol) HOBT (81 mg, 0.6 mmol), and DIPEA (0.104 ml, 0.6 mmol) were added. The mixture was stirred at room temperature for 30 minutes. Then BOC-L-proline (129 mg, 0.6 mmol) was added and the reaction was stirred for an additional 3 h. The reaction mixture was diluted with water and the precipitate wa...